This data is from the Open Reaction Database (ORD), a public repository of structured organic reaction records. The task is: describe an organic reaction: reactants, conditions, products, and yield Starting materials: CC(=O)c1cc2c(cn1)[nH]c1ccccc12, CO, [K+], [OH-], ONCl. Product: CC(=NO)c1cc2c(cn1)[nH]c1ccccc12. Reaction SMILES: [C:3]([CH3:4])(=[O:5])[c:6]1[n:7][cH:8][c:9]2[nH:10][c:11]3[cH:12][cH:13][cH:14][cH:15][c:16]3[c:17]2[cH:18]1.[CH3:22][OH:23].[K+:2].[OH-:1].[OH:19][NH:20][Cl:21]>>[C:3]([CH3:4])([c:6]1[n:7][cH:8][c:9]2[nH:10][c:11]3[cH:12][cH:13][cH:14][cH:15][c:16]3[c:17]2[cH:18]1)=[N:20][OH:19]. Starting materials: ClCCl, CCOCC, [Mg+2], [Mg+2], O=[Si]=O, O=[Cr](=O)([O-])Cl, [O-][Si]([O-])([O-])[O-], OCCCCCOCc1ccccc1, c1cc[nH+]cc1. Product: O=CCCCCOCc1ccccc1. Reaction SMILES: [CH2:36]([Cl:37])[Cl:38].[CH3:39][CH2:40][O:41][CH2:42][CH3:43].[Mg+2:34].[Mg+2:35].[O:15]=[Si:16]=[O:17].[O:18]=[Cr:19]([Cl:20])([O-:21])=[O:22].[Si:29]([O-:30])([O-:31])([O-:32])[O-:33].[c:1]1([CH2:7][O:8][CH2:9][CH2:10][CH2:11][CH2:12][CH2:13][OH:14])[cH:2][cH:3][cH:4][cH:5][cH:6]1.[nH+:23]1[cH:24][cH:25][cH:26][cH:27][cH:28]1>>[c:1]1([CH2:7][O:8][CH2:9][CH2:10][CH2:11][CH2:12][CH:13]=[O:14])[cH:2][cH:3][cH:4][cH:5][cH:6]1. Starting materials: C(C=C)OCCOCCOC1=CC=C(C(=O)OC)C=C1 (methyl 4-(2-(2-allyloxy-ethoxy)ethoxy)benzoate), [OH-].[Na+] (sodium hydroxide), C(C=C)OCCOCCOC1=CC=C(C(=O)O)C=C1 (4-(2-(2-allyloxyethoxy)ethoxy)benzoic acid). Solvent: CO (methanol). Conditions: temperature 0 celsius. Yields the product C(C=C)OCCOCCOCCOC1=CC=C(C(=O)O)C=C1 (4-(2-(2-(2-allyloxyethoxy)ethoxy)ethoxy)benzoic acid). Isolated yield 94.3%. As a reaction SMILES: [CH2:1]([O:4][CH2:5][CH2:6][O:7][CH2:8][CH2:9][O:10][C:11]1[CH:19]=[CH:18][C:14]([C:15]([OH:17])=[O:16])=[CH:13][CH:12]=1)[CH:2]=C.[CH2:20]([O:23]CCOCCOC1C=CC(C(OC)=O)=CC=1)[CH:21]=[CH2:22].[OH-].[Na+]>CO>[CH2:20]([O:23][CH2:2][CH2:1][O:4][CH2:5][CH2:6][O:7][CH2:8][CH2:9][O:10][C:11]1[CH:19]=[CH:18][C:14]([C:15]([OH:17])=[O:16])=[CH:13][CH:12]=1)[CH:21]=[CH2:22] |f:2.3|. Procedure details: These compounds were synthesized by similar methods. The representative synthesis of 4-(2-(2-allyloxyethoxy)ethoxy)benzoic acid (11) is presented. A mixture of 8.39 grams (0.03 mole) of the obtained methyl 4-(2-(2-allyloxy-ethoxy)ethoxy)benzoate (7), 6 ml of 50% aqueous sodium hydroxide solution and 150 ml of methanol was stirred under reflux for three hours. Methanol was distilled off (100 ml) and water 600 ml was added. The reaction mixture was acidified with hydrochloric acid. After cooling t... The reactants are Cl (hydrochloric acid), C(=O)C1=C(OCCCCCCC(=O)OCC)C=CC=C1OC (ethyl 7-(2-formyl-3-methoxyphenoxy)heptanoate), [I-].[Mg+2].[I-] (magnesium iodide). The solvent is O1CCCC1 (tetrahydrofuran), CCOCC (ether). Yields the product C(=O)C1=C(OCCCCCCC(=O)O)C=CC=C1O (7-(2-formyl-3-hydroxyphenoxy)heptanoic acid), benzene petrol. Reaction SMILES: [CH:1]([C:3]1[C:20]([O:21]C)=[CH:19][CH:18]=[CH:17][C:4]=1[O:5][CH2:6][CH2:7][CH2:8][CH2:9][CH2:10][CH2:11][C:12]([O:14]CC)=[O:13])=[O:2].[I-].[Mg+2].[I-].Cl>O1CCCC1.CCOCC>[CH:1]([C:3]1[C:20]([OH:21])=[CH:19][CH:18]=[CH:17][C:4]=1[O:5][CH2:6][CH2:7][CH2:8][CH2:9][CH2:10][CH2:11][C:12]([OH:14])=[O:13])=[O:2] |f:1.2.3|. Procedure details: To a stirred solution of ethyl 7-(2-formyl-3-methoxyphenoxy)heptanoate (4.15 g, 0.0135 M) in dry tetrahydrofuran (60 ml) was added dropwise a solution of magnesium iodide (5.82 g, 0.0202 M) in dry ether (97.5 ml). The mixture was then stirred under reflux (5 hr). The cooled mixture was poured into 10% hydrochloric acid (65 ml). The organic layer was separated and the aqueous phase extracted with ethyl acetate. The combined organic solution were washed with water and evaporated to dryness. The re... Starting materials: BrC1=C(C=O)C(=CC(=C1)OC)OC (2-bromo-4,6-dimethoxybenzaldehyde), B(Br)(Br)Br (boron tribromide). Solvent: ClCCl (dichloromethane). Reaction conditions: time 8 hour. Yields the product BrC1=C(C=O)C(=CC(=C1)O)O (2-bromo-4,6-dihydroxybenzaldehyde). As a reaction SMILES: [Br:1][C:2]1[CH:9]=[C:8]([O:10]C)[CH:7]=[C:6]([O:12]C)[C:3]=1[CH:4]=[O:5].B(Br)(Br)Br>ClCCl>[Br:1][C:2]1[CH:9]=[C:8]([OH:10])[CH:7]=[C:6]([OH:12])[C:3]=1[CH:4]=[O:5]. Procedure: To a solution of 2-bromo-4,6-dimethoxybenzaldehyde (7.35 g, 30.0 mmol) in dichloromethane (50 mL) was added dropwise boron tribromide (18.75 g, 75.0 mmol) at −78° C. The reaction mixture was stirred at room temperature overnight, poured into ice and extracted with ethyl acetate (80 mL×3). The combined organic layers were dried over anhydrous Na2SO4 and concentrated in vacuo. The residue was purified by column chromatography (EtOAc/PE=1/3) on silica gel to give the title compound as a white solid... The reactants are BrCCCCC(=O)OCC (ethyl 5-bromovalerate), C([O-])([O-])=O.[Cs+].[Cs+] (cesium carbonate), [I-].[K+] (potassium iodide), [I-].[K+] (potassium iodide), COC=1C=CC=C2CCC(CC12)NCC1=CC=C(C(=O)OC)C=C1 (rac-Methyl 4-{[(8-methoxy-1,2,3,4-tetrahydronaphthalen-2-yl)amino]methyl}benzoate), [I-].[K+] (potassium iodide). The solvent is C(C)#N (acetonitrile). Product: C(C)OC(CCCCN(C1CC2=C(C=CC=C2CC1)OC)CC1=CC=C(C(=O)OC)C=C1)=O (rac-Methyl 4-{[(5-ethoxy-5-oxopentyl)(8-methoxy-1,2,3,4-tetrahydronaphthalen-2-yl)amino]-methyl}benzoate). As a reaction SMILES: [CH3:1][O:2][C:3]1[CH:4]=[CH:5][CH:6]=[C:7]2[C:12]=1[CH2:11][CH:10]([NH:13][CH2:14][C:15]1[CH:24]=[CH:23][C:18]([C:19]([O:21][CH3:22])=[O:20])=[CH:17][CH:16]=1)[CH2:9][CH2:8]2.Br[CH2:26][CH2:27][CH2:28][CH2:29][C:30]([O:32][CH2:33][CH3:34])=[O:31].C(=O)([O-])[O-].[Cs+].[Cs+].[I-].[K+]>C(#N)C>[CH2:33]([O:32][C:30](=[O:31])[CH2:29][CH2:28][CH2:27][CH2:26][N:13]([CH2:14][C:15]1[CH:16]=[CH:17][C:18]([C:19]([O:21][CH3:22])=[O:20])=[CH:23][CH:24]=1)[CH:10]1[CH2:9][CH2:8][C:7]2[C:12](=[C:3]([O:2][CH3:1])[CH:4]=[CH:5][CH:6]=2)[CH2:11]1)[CH3:34] |f:2.3.4,5.6|. Procedure details: Under argon, 13.4 g (41.2 mmol) of the compound from Example 1A were dissolved in 160 ml of acetonitrile, 11.8 ml (15.5 g, 74.1 mmol) of ethyl 5-bromovalerate, 27 g (82.4 mmol) of cesium carbonate and 685 mg (4.1 mmol) of potassium iodide were added and the mixture was stirred under reflux overnight. After addition of a further 550 mg of potassium iodide, the mixture was once more stirred under reflux overnight. Another 2 g of potassium iodide were then added, and the mixture was again stirred u...